From a dataset of the Open Reaction Database (ORD), a public repository of structured organic reaction records. describe an organic reaction: reactants, conditions, products, and yield Starting materials: CC(=O)O, COCC(=O)Nc1cc(Oc2ccc([N+](=O)[O-])cc2OC)ccn1, CO. Yields the product COCC(=O)Nc1cc(Oc2ccc(N)cc2OC)ccn1. RXN SMILES: [C:27]([OH:28])(=[O:29])[CH3:30].[CH3:1][O:2][CH2:3][C:4](=[O:5])[NH:6][c:7]1[n:8][cH:9][cH:10][c:11]([O:13][c:14]2[c:15]([O:23][CH3:24])[cH:16][c:17]([N+:20]([O-:21])=[O:22])[cH:18][cH:19]2)[cH:12]1.[CH3:25][OH:26]>>[CH3:1][O:2][CH2:3][C:4](=[O:5])[NH:6][c:7]1[n:8][cH:9][cH:10][c:11]([O:13][c:14]2[c:15]([O:23][CH3:24])[cH:16][c:17]([NH2:20])[cH:18][cH:19]2)[cH:12]1.